The task is: describe an organic reaction: reactants, conditions, products, and yield. This data is from the Open Reaction Database (ORD), a public repository of structured organic reaction records. Starting materials: O1CCOC12CCNCC2 (1,4-Dioxa-8-azaspiro[4.5]decane), ClC1=NC=C(C=N1)Cl (2,5-dichloropyrimidine). Run in CN(C=O)C (N,N-dimethylformamide), O1CCOCC1 (1,4-dioxane), C(C)N(CC)CC (triethylamine). Conditions: temperature 120 celsius, time 16 hour. Yields the product ClC=1C=NC(=NC1)N1CCC2(OCCO2)CC1 (8-(5-Chloropyrimidin-2-yl)-1,4-dioxa-8-azaspiro[4.5]decane). RXN SMILES: [O:1]1[C:5]2([CH2:10][CH2:9][NH:8][CH2:7][CH2:6]2)[O:4][CH2:3][CH2:2]1.Cl[C:12]1[N:17]=[CH:16][C:15]([Cl:18])=[CH:14][N:13]=1>CN(C)C=O.O1CCOCC1.C(N(CC)CC)C>[Cl:18][C:15]1[CH:14]=[N:13][C:12]([N:8]2[CH2:9][CH2:10][C:5]3([O:4][CH2:3][CH2:2][O:1]3)[CH2:6][CH2:7]2)=[N:17][CH:16]=1. Procedure: 1,4-Dioxa-8-azaspiro[4.5]decane (2.39 g) is combined with 2,5-dichloropyrimidine (2.44 g) in N,N-dimethylformamide (50 mL), 1,4-dioxane (75 mL) and triethylamine (6.7 mL) in a glass pressure reaction vessel and heated with stirring at 120° C. for 16 h. After cooling the orange solution is concentrated and partitioned between dichloromethane (100 mL) and water (100 mL). The water layer is extracted with dichloromethane (100 mL). The dichloromethane layers are combined, washed with water (2×100 mL...